This data is from the Open Reaction Database (ORD), a public repository of structured organic reaction records. The task is: describe an organic reaction: reactants, conditions, products, and yield Starting materials: CCOC(OCC)C(=O)[O-], COc1cccc(CCN)c1OC, CCOCC, [Na+], O, O=S(Cl)Cl, c1ccccc1, c1ccncc1. The product is CCOC(OCC)C(=O)NCCc1cccc(OC)c1OC. Reaction SMILES: [CH2:5]([CH3:6])[O:7][CH:8]([C:9](=[O:10])[O-:11])[O:12][CH2:13][CH3:14].[CH3:16][O:17][c:18]1[c:19]([CH2:20][CH2:21][NH2:22])[cH:23][cH:24][cH:25][c:26]1[O:27][CH3:28].[CH3:30][CH2:31][O:32][CH2:33][CH3:34].[Na+:15].[OH2:29].[S:1]([Cl:2])([Cl:3])=[O:4].[cH:35]1[cH:36][cH:37][cH:38][cH:39][cH:40]1.[cH:41]1[cH:42][cH:43][n:44][cH:45][cH:46]1>>[CH2:5]([CH3:6])[O:7][CH:8]([C:9](=[O:11])[NH:22][CH2:21][CH2:20][c:19]1[c:18]([O:17][CH3:16])[c:26]([O:27][CH3:28])[cH:25][cH:24][cH:23]1)[O:12][CH2:13][CH3:14]. Reactants: Cn1cc2ccc(NC(=O)c3ccccc3NCc3ccnc(Br)c3)cc2n1, O=C([O-])[O-], CN(C)C(N)=O, [Cs+], [Cs+], CN(C)C=O, C1COCCO1. Product: CN(C)C(=O)Nc1cc(CNc2ccccc2C(=O)Nc2ccc3cn(C)nc3c2)ccn1. As a reaction SMILES: [Br:1][c:2]1[n:3][cH:4][cH:5][c:6]([CH2:8][NH:9][c:10]2[c:11]([C:12](=[O:13])[NH:14][c:15]3[cH:16][cH:17][c:18]4[cH:19][n:20]([CH3:24])[n:21][c:22]4[cH:23]3)[cH:25][cH:26][cH:27][cH:28]2)[cH:7]1.[C:40](=[O:41])([O-:42])[O-:43].[CH3:29][N:30]([C:31](=[O:32])[NH2:33])[CH3:34].[Cs+:44].[Cs+:45].[O:35]=[CH:36][N:37]([CH3:38])[CH3:39].[O:46]1[CH2:47][CH2:48][O:49][CH2:50][CH2:51]1>>[c:2]1([NH:33][C:31]([N:30]([CH3:29])[CH3:34])=[O:32])[n:3][cH:4][cH:5][c:6]([CH2:8][NH:9][c:10]2[c:11]([C:12](=[O:13])[NH:14][c:15]3[cH:16][cH:17][c:18]4[cH:19][n:20]([CH3:24])[n:21][c:22]4[cH:23]3)[cH:25][cH:26][cH:27][cH:28]2)[cH:7]1. Reactants: Br.OC=1C=C2CNCC2=CC1O (5,6-dihydroxyisoindoline hydrobromide), C(C)(=O)OC(C)=O (acetic anhydride). The solvent is N1=CC=CC=C1 (pyridine). Run at time 30 minute. The product is C(C)(=O)OC=1C=C2CC(NC2=CC1OC(C)=O)C(C)=O (5,6-diacetoxy-2-acetylindoline). Yield: 89.0%. Reaction SMILES: Br.[OH:2][C:3]1[CH:4]=[C:5]2[C:9](=[CH:10][C:11]=1[OH:12])[CH2:8][NH:7][CH2:6]2.C(O[C:17](=[O:19])[CH3:18])(=O)C>N1C=CC=CC=1>[C:3]([O:12][C:11]1[CH:10]=[C:9]2[C:8](=[CH:4][C:3]=1[O:2][C:11](=[O:12])[CH3:10])[NH:7][CH:6]([C:17](=[O:19])[CH3:18])[CH2:5]2)(=[O:2])[CH3:4] |f:0.1|. Reported procedure: 500 mg (2.15 mmol) of 5,6-dihydroxyisoindoline hydrobromide was dissolved in 2.5 ml of pyridine, and 2.5 ml of acetic anhydride was added thereto at room temperature. The mixture was stirred at the same temperature for 30 minutes, and then excess pyridine and acetic anhydride were distilled off under reduced pressure. Ethyl acetate was added to the residue, and insoluble matters were filtered off. The filtrate was concentrated under reduced pressure, and the crystalline residue was washed with e... The reactants are C(C)OC1=C(N)C=CC=C1 (2-ethoxyaniline), [OH-].[K+] (KOH), BrBr (bromine), BrBr (bromine). Run in C(C)(=O)O (acetic acid), C(C)(=O)O (acetic acid). Reaction conditions: time 1 hour. Yields the product BrC1=CC(=C(N)C=C1)OCC (4-bromo-2-ethoxyaniline). Isolated yield 59.6%. RXN SMILES: [Br:1]Br.[CH2:3]([O:5][C:6]1[CH:12]=[CH:11][CH:10]=[CH:9][C:7]=1[NH2:8])[CH3:4].[OH-].[K+]>C(O)(=O)C>[Br:1][C:11]1[CH:10]=[CH:9][C:7]([NH2:8])=[C:6]([O:5][CH2:3][CH3:4])[CH:12]=1 |f:2.3|. Procedure: Over approximately 1 hour, 3 ml (58.4 mmol) of bromine dissolved in 20 ml of acetic acid is added dropwise to 7.8 ml (60 mmol, 1.03 eq) of 2-ethoxyaniline diluted in 20 ml of acetic acid. When all the bromine has been added, the precipitate formed is filtered on a Buchner funnel and rinsed with acetic acid. The hydrobromide is taken up in H2O, 5 g (90 mmol, 1.5 eq) of KOH pellets is added and extracted with CH2Cl2. The organic phase is dried on MgSO4 and the solvent is evaporated. The residue is...